This data is from the Open Reaction Database (ORD), a public repository of structured organic reaction records. The task is: describe an organic reaction: reactants, conditions, products, and yield Reactants: C1(=CC=CC=C1)S (thiophenol), [OH-].[Na+] (NaOH), [H-].[Na+] (sodium hydride), C1(CCCO1)=O (γ-butyrolactone). Solvent: C1CCOC1 (THF), O (water). Run at time 30 minute. The product is C1(=CC=CC=C1)SCCCC(=O)O (4-phenylsulfanylbutanoic acid). Isolated yield 81.1%. As a reaction SMILES: [H-].[Na+].[C:3]1([SH:9])[CH:8]=[CH:7][CH:6]=[CH:5][CH:4]=1.[C:10]1(=[O:15])[O:14][CH2:13][CH2:12][CH2:11]1.[OH-].[Na+]>C1COCC1.O>[C:3]1([S:9][CH2:13][CH2:12][CH2:11][C:10]([OH:15])=[O:14])[CH:8]=[CH:7][CH:6]=[CH:5][CH:4]=1 |f:0.1,4.5|. Reported procedure: To a suspension of sodium hydride (60% in mineral oil, 10.4 g, 0.26 mol) in anhydrous THF (400 mL) at ambient temperature is added thiophenol (26 g, 0.23 mol) dropwise via syringe. The resulting white suspension is stirred for 30 minutes under a nitrogen atmosphere then γ-butyrolactone (22.4 g, 0.26 mol) is added. The mixture is warmed to gentle reflux and stirred for 6 hours after which it became a solid mass and is allowed to cool to room temperature and stand overnight. The mixture is dissolv... Reactants: O=C1N(C(C2=CC=CC=C12)=O)C(CNC(OC(C)(C)C)=O)C1=CC=CC2=CC=CC=C12 (1,1-dimethylethyl [2-(1,3-dioxo-1,3-dihydro-2H-isoindol-2-yl)-2-(1-naphthalenyl)ethyl]carbamate), NN (hydrazine). Solvent: CO (MeOH). Reaction conditions: time 12 hour. Product: NC(CNC(OC(C)(C)C)=O)C1=CC=CC2=CC=CC=C12 (1,1-dimethylethyl [2-amino-2-(1-naphthalenyl)ethyl]carbamate). The yield is 55.5%. As a reaction SMILES: O=C1C2C(=CC=CC=2)C(=O)[N:3]1[CH:12]([C:22]1[C:31]2[C:26](=[CH:27][CH:28]=[CH:29][CH:30]=2)[CH:25]=[CH:24][CH:23]=1)[CH2:13][NH:14][C:15](=[O:21])[O:16][C:17]([CH3:20])([CH3:19])[CH3:18].NN>CO>[NH2:3][CH:12]([C:22]1[C:31]2[C:26](=[CH:27][CH:28]=[CH:29][CH:30]=2)[CH:25]=[CH:24][CH:23]=1)[CH2:13][NH:14][C:15](=[O:21])[O:16][C:17]([CH3:20])([CH3:18])[CH3:19]. Procedure: To a solution of 1,1-dimethylethyl [2-(1,3-dioxo-1,3-dihydro-2H-isoindol-2-yl)-2-(1-naphthalenyl)ethyl]carbamate (1.29 g, 3.1 mmol) in MeOH (30 mL) was added anhydrous hydrazine (0.5 mL, 15.5 mmol) at 25° C. After 12 h, the solution was partitioned between DCM/H2O. The aqueous phase was washed several times with DCM and the combined organic fractions were dried over Na2SO4, concentrated and used directly yielding the title compound as a white solid (491 mg, 1.72 mmole, 55%): LCMS (ES) m/z 287 (M... The reactants are ClC=1C2=C(N=CN1)N=CC=C2 (4-chloropyrido[2,3-d]pyrimidine), C(C)(C)(C)C1=CC(=C([Se]1)C(=O)N)N (5-tert-butyl-3-aminoselenophene-2-carboxamide). Run in C(C)(C)O (isopropyl alcohol). Product: C(C)(C)(C)C1=CC(=C([Se]1)C(=O)N)NC1=NC=NC2=C1C=CC=N2 (5-(tert-butyl)-3-(pyridino[3,2-e]pyrimidin-4-ylamino)selenophene-2-carboxamide). Reaction SMILES: Cl[C:2]1[C:3]2[CH:11]=[CH:10][CH:9]=[N:8][C:4]=2[N:5]=[CH:6][N:7]=1.[C:12]([C:16]1[Se:20][C:19]([C:21]([NH2:23])=[O:22])=[C:18]([NH2:24])[CH:17]=1)([CH3:15])([CH3:14])[CH3:13]>C(O)(C)C>[C:12]([C:16]1[Se:20][C:19]([C:21]([NH2:23])=[O:22])=[C:18]([NH:24][C:2]2[C:3]3[CH:11]=[CH:10][CH:9]=[N:8][C:4]=3[N:5]=[CH:6][N:7]=2)[CH:17]=1)([CH3:15])([CH3:13])[CH3:14]. Procedure: As shown in scheme G, 4-chloropyrido[2,3-d]pyrimidine (Robins, R. K. et. al., J. Am. Chem. Soc., 1955, 77, 2256-2260) is reacted with 5-tert-butyl-3-aminoselenophene-2-carboxamide in a protic solvent such as isopropyl alcohol to yield 5-(tert-butyl)-3-(pyridino[3,2-e]pyrimidin-4-ylamino)selenophene-2-carboxamide. Reactants: COc1cc(CC(=O)OC(C)(C)C)ccc1[N+](=O)[O-], CO, [Cl-], [NH4+], [Zn]. The product is COc1cc(CC(=O)OC(C)(C)C)ccc1N. RXN SMILES: [C:1]([CH3:2])([CH3:3])([CH3:4])[O:5][C:6]([CH2:7][c:8]1[cH:9][c:10]([O:17][CH3:18])[c:11]([N+:14]([O-:15])=[O:16])[cH:12][cH:13]1)=[O:19].[CH3:22][OH:23].[Cl-:20].[NH4+:21].[Zn:24]>>[C:1]([CH3:2])([CH3:3])([CH3:4])[O:5][C:6]([CH2:7][c:8]1[cH:9][c:10]([O:17][CH3:18])[c:11]([NH2:14])[cH:12][cH:13]1)=[O:19]. Reactants: C(C)N1CCNCC1 (1-ethylpiperazine), Cl.CC=1N=C(SC1)NC1=NC=C(C(=O)O)C(=C1)OC1=CC=CC=C1 (6-(4-methylthiazol-2-ylamino)-4-phenoxynicotinic acid hydrochloride). The product is Cl.C(C)N1CCN(CC1)C(=O)C=1C=NC(=CC1OC1=CC=CC=C1)NC=1SC=C(N1)C ((4-ethylpiperazin-1-yl)(6-(4-methylthiazol-2-ylamino)-4-phenoxypyridin-3-yl)methanone hydrochloride). As a reaction SMILES: [CH2:1]([N:3]1[CH2:8][CH2:7][NH:6][CH2:5][CH2:4]1)[CH3:2].[ClH:9].[CH3:10][C:11]1[N:12]=[C:13]([NH:16][C:17]2[CH:25]=[C:24]([O:26][C:27]3[CH:32]=[CH:31][CH:30]=[CH:29][CH:28]=3)[C:20]([C:21](O)=[O:22])=[CH:19][N:18]=2)[S:14][CH:15]=1>>[ClH:9].[CH2:1]([N:3]1[CH2:8][CH2:7][N:6]([C:21]([C:20]2[CH:19]=[N:18][C:17]([NH:16][C:13]3[S:14][CH:15]=[C:11]([CH3:10])[N:12]=3)=[CH:25][C:24]=2[O:26][C:27]2[CH:28]=[CH:29][CH:30]=[CH:31][CH:32]=2)=[O:22])[CH2:5][CH2:4]1)[CH3:2] |f:1.2,3.4|. Procedure: Prepared according to the method of Example 32 from 1-ethylpiperazine and 6-(4-methylthiazol-2-ylamino)-4-phenoxynicotinic acid hydrochloride (Example 59). Yield: 0.055 g, 43.07%. 1H NMR (CDCl3) δ 8.34 (s, 1H), 7.47 (t, 2H), 7.33 (t, 1H), 7.06 (s, 1H), 7.04 (s, 1H), 6.38 (s, 1H), 6.26 (s, 1H), 3.97 (m, 3H), 2.97 (m, 7H), 2.27 (s, 3H), 1.46 (t, 3H).